describe an organic reaction: reactants, conditions, products, and yield From a dataset of the Open Reaction Database (ORD), a public repository of structured organic reaction records. Reactants: glass, BrC1=CC(=C(C=C1)N1C(=NC(=C1)C1=NOC(=C1)C(F)(F)F)C1=C(C=CC=C1)Cl)Cl (3-(1-(4-bromo-2-chlorophenyl)-2-(2-chlorophenyl)-1H-imidazol-4-yl)-5-(trifluoromethyl)isoxazole), CS(=O)(=O)C=1C=C(C=CC1)B(O)O (3-methylsulfonylphenyl boronic acid), PdCl2dppf, C(=O)([O-])[O-].[K+].[K+] (K2CO3), COCCOC (1,2-dimethoxyethane). Run in CCOC(=O)C (EtOAc), O (H2O). Run at temperature 80 celsius, time 2.5 hour. The product is ClC=1C=C(C=CC1N1C(=NC(=C1)C1=NOC(=C1)C(F)(F)F)C1=C(C=CC=C1)Cl)C1=CC(=CC=C1)S(=O)(=O)C (3-(1-(3-chloro-3′-(methylsulfonyl)biphenyl-4-yl)-2-(2-chlorophenyl)-1H-imidazol-4-yl)-5-(trifluoromethyl)isoxazole). Yield: 52.7%. Reaction SMILES: Br[C:2]1[CH:7]=[CH:6][C:5]([N:8]2[CH:12]=[C:11]([C:13]3[CH:17]=[C:16]([C:18]([F:21])([F:20])[F:19])[O:15][N:14]=3)[N:10]=[C:9]2[C:22]2[CH:27]=[CH:26][CH:25]=[CH:24][C:23]=2[Cl:28])=[C:4]([Cl:29])[CH:3]=1.[CH3:30][S:31]([C:34]1[CH:35]=[C:36](B(O)O)[CH:37]=[CH:38][CH:39]=1)(=[O:33])=[O:32].C([O-])([O-])=O.[K+].[K+].COCCOC>CCOC(C)=O.O>[Cl:29][C:4]1[CH:3]=[C:2]([C:38]2[CH:37]=[CH:36][CH:35]=[C:34]([S:31]([CH3:30])(=[O:33])=[O:32])[CH:39]=2)[CH:7]=[CH:6][C:5]=1[N:8]1[CH:12]=[C:11]([C:13]2[CH:17]=[C:16]([C:18]([F:21])([F:20])[F:19])[O:15][N:14]=2)[N:10]=[C:9]1[C:22]1[CH:27]=[CH:26][CH:25]=[CH:24][C:23]=1[Cl:28] |f:2.3.4|. Procedure: To an 8 mL glass vial was added 3-(1-(4-bromo-2-chlorophenyl)-2-(2-chlorophenyl)-1H-imidazol-4-yl)-5-(trifluoromethyl)isoxazole (120 mg, 236 μmol), 3-methylsulfonylphenyl boronic acid (52 mg, 260 μmol), PdCl2dppf (20 mg, 10 mol %), K2CO3 (100 mg, 708 μmol), 1,2-dimethoxyethane (6 mL) and H2O (1.5 mL). The reaction solution was allowed to stir at 80° C. for 2.5 hrs. The reaction solution was diluted with EtOAc (30 mL) and filtered through a celite padded Buchner funnel to remove spent Pd. The fil... Reactants: organic peroxides, C(C)(C)(C)OOC(C(=O)[O-])C(CC(C)C)(C)C (t-butylperoxy-3,3,5-trimethylhexanoate), C(C)(C)(C)OOC(C(=O)[O-])(CCCC)CC (t-butylperoxy(2-ethylhexanoate)), C(C1=CC=CC=C1)(=O)OOC(C1=CC=CC=C1)=O (benzoylperoxide), C(OC(C)(C)OOC(C)(C)C)([O-])=O (t-butylperoxyisopropyl carbonate), C(C)(C)(C1=CC=CC=C1)OOC(C)(C)C1=CC=CC=C1 (dicumylperoxide), di-t-butyl hydroperoxide, CC(C)(CCC(C)(OOC(C)(C)C)C)OOC(C)(C)C (2,5-dimethyl-2,5-di(t-butyl peroxy)hexane), C(C1=CC=CC=C1)(=O)OOOC(C)(C)C (t-butylperoxy benzoate), C(C)(C)(C)OOC1(CC(CC(C1)C)(C)C)OOC(C)(C)C (1,1-bis(t-butylperoxy)-3,3,5-trimethylcyclohexane), C(C)(C)(C)OOC1(CCCCC1)OOC(C)(C)C (1,1-bis(t-butylperoxy)cyclohexane), CC(C)(CCC(C)(OOC(C1=CC=CC=C1)=O)C)OOC(C1=CC=CC=C1)=O (2,5-dimethyl-2,5-di(benzoylperoxy)hexane). Yields the product C(C)(C)(C)OOC(C1=CC=CC=C1)=O (t-butyl-peroxybenzoate). As a reaction SMILES: C(OO[C:7]1(OOC(C)(C)C)[CH2:12][CH:11](C)[CH2:10][C:9]([CH3:15])(C)[CH2:8]1)(C)(C)C.[C:22]([O:26][O:27]C1(OOC(C)(C)C)CCCCC1)([CH3:25])([CH3:24])[CH3:23].C([O:44]OC(C(C)(C)CC(C)C)C([O-])=O)(C)(C)C.C(=O)([O-])OC(OOC(C)(C)C)(C)C.CC(OOC(=O)C1C=CC=CC=1)(CCC(C)(OOC(=O)C1C=CC=CC=1)C)C.C(OOOC(C)(C)C)(=O)C1C=CC=CC=1.C(OOC(C1C=CC=CC=1)(C)C)(C1C=CC=CC=1)(C)C.CC(OOC(C)(C)C)(CCC(C)(OOC(C)(C)C)C)C.C(OOC(CC)(CCCC)C([O-])=O)(C)(C)C.C(OOC(=O)C1C=CC=CC=1)(=O)C1C=CC=CC=1>>[C:22]([O:26][O:27][C:15](=[O:44])[C:9]1[CH:8]=[CH:7][CH:12]=[CH:11][CH:10]=1)([CH3:25])([CH3:24])[CH3:23]. Reported procedure: As the polymerization initiator, organic peroxides such as 1,1-bis(t-butylperoxy)-3,3,5-trimethylcyclohexane, 1,1-bis(t-butylperoxy)cyclohexane, t-butylperoxy-3,3,5-trimethylhexanoate, t-butylperoxyisopropyl carbonate, 2,5-dimethyl-2,5-di(benzoylperoxy)hexane, t-butylperoxy benzoate, dicumylperoxide, 2,5-dimethyl-2,5-di(t-butyl peroxy)hexane, t-butylperoxy(2-ethylhexanoate), di-t-butyl hydroperoxide, t-butylperoctoate, benzoylperoxide, etc. are used. In order to obtain a superior surface quality... Reactants: CCOC(=O)CCc1nnc(-c2nccs2)c2cc(OC)ccc12, CO, [Na+], [OH-]. Yields the product COc1ccc2c(CCC(=O)O)nnc(-c3nccs3)c2c1. As a reaction SMILES: [CH2:1]([CH3:2])[O:3][C:4]([CH2:5][CH2:6][c:7]1[n:8][n:9][c:10](-[c:19]2[s:20][cH:21][cH:22][n:23]2)[c:11]2[cH:12][c:13]([O:17][CH3:18])[cH:14][cH:15][c:16]12)=[O:24].[CH3:27][OH:28].[Na+:26].[OH-:25]>>[O:3]=[C:4]([CH2:5][CH2:6][c:7]1[n:8][n:9][c:10](-[c:19]2[s:20][cH:21][cH:22][n:23]2)[c:11]2[cH:12][c:13]([O:17][CH3:18])[cH:14][cH:15][c:16]12)[OH:24]. Reactants: C1(=CC=CC=C1)C(=O)CC1=CC=CC=C1 (desoxybenzoin), C(C1=CC=CC=C1)OCC1=CC=CC=C1 (benzylether), BrC(C)O (bromoethanol). The product is C(C1=CC=CC=C1)OCCC(C(=O)C1=CC=CC=C1)C1=CC=CC=C1 (4-benzyloxy-1,2-diphenylbutan-1-one). As a reaction SMILES: [C:1]1([C:7]([CH2:9][C:10]2[CH:15]=[CH:14][CH:13]=[CH:12][CH:11]=2)=[O:8])[CH:6]=[CH:5][CH:4]=[CH:3][CH:2]=1.[CH2:16]([O:23][CH2:24][C:25]1C=CC=CC=1)[C:17]1[CH:22]=[CH:21][CH:20]=[CH:19][CH:18]=1.BrC(O)C>>[CH2:16]([O:23][CH2:24][CH2:25][CH:9]([C:10]1[CH:11]=[CH:12][CH:13]=[CH:14][CH:15]=1)[C:7]([C:1]1[CH:2]=[CH:3][CH:4]=[CH:5][CH:6]=1)=[O:8])[C:17]1[CH:22]=[CH:21][CH:20]=[CH:19][CH:18]=1. Procedure: This compound is prepared from 19.6 g of desoxybenzoin and 21.5 g of benzylether-protected bromoethanol according to the procedure described in Example 1(a). As a reaction SMILES: [CH3:1][N:2]([CH3:59])[C@H:3]1[CH2:56][C@@H:55]([CH3:57])[O:54][CH:5]([O:6][C@@H:7]2[C@@H:23]([CH3:24])[C:22](=[O:25])[C@@H:21]([CH3:26])[C:20](=[O:27])[O:19][C@H:18]([CH2:28][CH3:29])[C@:17]3([CH2:30][OH:31])[C@H:13]([N:14]([CH2:33][CH2:34][CH2:35][CH2:36][N:37]4[CH:41]=[C:40]([C:42]5[CH:43]=[N:44][CH:45]=[CH:46][CH:47]=5)[N:39]=[CH:38]4)[C:15](=[O:32])[O:16]3)[C@@H:12]([CH3:48])[C:11](=[O:49])[C@H:10]([CH3:50])[CH2:9][C@:8]2([O:52][CH3:53])[CH3:51])[C@@H:4]1[OH:58].CC(OI1(OC(C)=O)(OC(C)=O)OC(=O)C2C=CC=CC1=2)=O>ClCCl.C(OCC)(=O)C>[CH3:59][N:2]([CH3:1])[C@H:3]1[CH2:56][C@@H:55]([CH3:57])[O:54][CH:5]([O:6][C@@H:7]2[C@@H:23]([CH3:24])[C:22](=[O:25])[C@@H:21]([CH3:26])[C:20](=[O:27])[O:19][C@H:18]([CH2:28][CH3:29])[C@:17]3([CH:30]=[O:31])[C@H:13]([N:14]([CH2:33][CH2:34][CH2:35][CH2:36][N:37]4[CH:41]=[C:40]([C:42]5[CH:43]=[N:44][CH:45]=[CH:46][CH:47]=5)[N:39]=[CH:38]4)[C:15](=[O:32])[O:16]3)[C@@H:12]([CH3:48])[C:11](=[O:49])[C@H:10]([CH3:50])[CH2:9][C@:8]2([O:52][CH3:53])[CH3:51])[C@@H:4]1[OH:58]. Procedure: To (3aR,4R,7R,9R,10R,11R,13R,15R,15aR)-4-ethyl-3a-(hydroxymethyl)-11-methoxy-7,9,11,13,15-pentamethyl-2,6,8,14-tetraoxo-1-[4-(4-pyridin-3-yl-1H-imidazol-1-yl)butyl]tetradecahydro-2H-oxacyclotetradecino[4,3-d][1,3]oxazol-10-yl 3,4,6-trideoxy-3-(dimethylamino)-D-xylo-hexopyranoside (1 eq) in dichloromethane was added Dess-Martin Periodinane (1.1 eq). After stirring for 3 hours, more Dess-Martin Periodinane (1 eq) was added. After stirring for an additional 15 hours, the solution was diluted with e... The product is CN([C@@H]1[C@H](C(O[C@H]2[C@](C[C@H](C([C@@H]([C@H]3N(C(O[C@@]3([C@H](OC([C@@H](C([C@@H]2C)=O)C)=O)CC)C=O)=O)CCCCN2C=NC(=C2)C=2C=NC=CC2)C)=O)C)(C)OC)O[C@@H](C1)C)O)C ((3aS,4R,7R,9R,10R,11R,13R,15R,15aR)-4-ethyl-3a-formyl-11-methoxy-7,9,11,13,15-pentamethyl-2,6,8,14-tetraoxo-1-[4-(4-pyridin-3-yl-1H-imidazol-1-yl)butyl]tetradecahydro-2H-oxacyclotetradecino[4,3-d][1,3]oxazol-10-yl 3,4,6-trideoxy-3-(dimethylamino)-D-xylo-hexopyranoside). Reaction conditions: time 3 hour. The yield is 19.0%. Starting materials: CN([C@@H]1[C@H](C(O[C@H]2[C@](C[C@H](C([C@@H]([C@H]3N(C(O[C@@]3([C@H](OC([C@@H](C([C@@H]2C)=O)C)=O)CC)CO)=O)CCCCN2C=NC(=C2)C=2C=NC=CC2)C)=O)C)(C)OC)O[C@@H](C1)C)O)C ((3aR,4R,7R,9R,10R,11R,13R,15R,15aR)-4-ethyl-3a-(hydroxymethyl)-11-methoxy-7,9,11,13,15-pentamethyl-2,6,8,14-tetraoxo-1-[4-(4-pyridin-3-yl-1H-imidazol-1-yl)butyl]tetradecahydro-2H-oxacyclotetradecino[4,3-d][1,3]oxazol-10-yl 3,4,6-trideoxy-3-(dimethylamino)-D-xylo-hexopyranoside), CC(=O)OI1(C=2C=CC=CC2C(=O)O1)(OC(=O)C)OC(=O)C (Dess-Martin Periodinane), CC(=O)OI1(C=2C=CC=CC2C(=O)O1)(OC(=O)C)OC(=O)C (Dess-Martin Periodinane). The solvent is C(C)(=O)OCC (ethyl acetate), ClCCl (dichloromethane).